This data is from the Open Reaction Database (ORD), a public repository of structured organic reaction records. The task is: describe an organic reaction: reactants, conditions, products, and yield Starting materials: CN(C)CCOc1ccc(N)cc1, CCOC(C)=O, CC(C)O, O=C(O)C(F)(F)F, COc1ccc(N(C(=O)OCc2cccnc2)c2ccnc(Cl)n2)c(OC)c1. Product: COc1ccc(N(C(=O)OCc2cccnc2)c2ccnc(Nc3ccc(OCCN(C)C)cc3)n2)c(OC)c1. Reaction SMILES: [CH3:29][N:30]([CH2:31][CH2:32][O:33][c:34]1[cH:35][cH:36][c:37]([NH2:40])[cH:38][cH:39]1)[CH3:41].[CH3:53][CH2:54][O:55][C:56](=[O:57])[CH3:58].[CH:42]([OH:43])([CH3:44])[CH3:45].[OH:46][C:47]([C:48]([F:49])([F:50])[F:51])=[O:52].[n:1]1[cH:2][c:3]([CH2:7][O:8][C:9]([N:10]([c:11]2[c:12]([O:19][CH3:20])[cH:13][c:14]([O:17][CH3:18])[cH:15][cH:16]2)[c:21]2[n:22][c:23]([Cl:27])[n:24][cH:25][cH:26]2)=[O:28])[cH:4][cH:5][cH:6]1>>[n:1]1[cH:2][c:3]([CH2:7][O:8][C:9]([N:10]([c:11]2[c:12]([O:19][CH3:20])[cH:13][c:14]([O:17][CH3:18])[cH:15][cH:16]2)[c:21]2[n:22][c:23]([NH:40][c:37]3[cH:36][cH:35][c:34]([O:33][CH2:32][CH2:31][N:30]([CH3:29])[CH3:41])[cH:39][cH:38]3)[n:24][cH:25][cH:26]2)=[O:28])[cH:4][cH:5][cH:6]1. The reactants are O=NOS(=O)(=O)O, Nc1ccc([N+](=O)[O-])cc1[N+](=O)[O-], N#CCC(N)=C(C#N)C#N, [Na+], [Na], [OH-], O, O=S(=O)(O)O. Product: N#CC(=NNc1ccc([N+](=O)[O-])cc1[N+](=O)[O-])C(N)=C(C#N)C#N. RXN SMILES: [N:19]([O:20][S:21](=[O:22])(=[O:23])[OH:24])=[O:25].[NH2:1][c:2]1[cH:3][cH:4][c:5]([N+:11]([O-:12])=[O:13])[cH:6][c:7]1[N+:8]([O-:9])=[O:10].[NH2:27][C:28](=[C:29]([C:30]#[N:31])[C:32]#[N:33])[CH2:34][C:35]#[N:36].[Na+:38].[Na:26].[OH-:37].[OH2:39].[S:14](=[O:15])(=[O:16])([OH:17])[OH:18]>>[NH:1]([c:2]1[cH:3][cH:4][c:5]([N+:11]([O-:12])=[O:13])[cH:6][c:7]1[N+:8]([O-:9])=[O:10])[N:19]=[C:34]([C:28]([NH2:27])=[C:29]([C:30]#[N:31])[C:32]#[N:33])[C:35]#[N:36]. Reactants: Cc1cccc(Cl)c1S(=O)(=O)N(CCOCC(=O)OC(C)(C)C)C1CC1, ClCCl, O=C(O)C(F)(F)F. Yields the product Cc1cccc(Cl)c1S(=O)(=O)N(CCOCC(=O)O)C1CC1. As a reaction SMILES: [Cl:1][c:2]1[c:3]([S:9](=[O:10])(=[O:11])[N:12]([CH:13]2[CH2:14][CH2:15]2)[CH2:16][CH2:17][O:18][CH2:19][C:20](=[O:21])[O:22][C:23]([CH3:24])([CH3:25])[CH3:26])[c:4]([CH3:8])[cH:5][cH:6][cH:7]1.[Cl:34][CH2:35][Cl:36].[OH:27][C:28]([C:29]([F:30])([F:31])[F:32])=[O:33]>>[Cl:1][c:2]1[c:3]([S:9](=[O:10])(=[O:11])[N:12]([CH:13]2[CH2:14][CH2:15]2)[CH2:16][CH2:17][O:18][CH2:19][C:20](=[O:21])[OH:22])[c:4]([CH3:8])[cH:5][cH:6][cH:7]1. Starting materials: CC(=O)Cl, COc1c(C=O)cc(S(N)(=O)=O)cc1-c1cccc(N)c1. Product: COc1c(C=O)cc(S(=O)(=O)NC(C)=O)cc1-c1cccc(N)c1. RXN SMILES: [CH3:22][C:23]([Cl:24])=[O:25].[NH2:1][c:2]1[cH:3][c:4](-[c:8]2[cH:9][c:10]([S:18](=[O:19])(=[O:20])[NH2:21])[cH:11][c:12]([CH:16]=[O:17])[c:13]2[O:14][CH3:15])[cH:5][cH:6][cH:7]1>>[NH2:1][c:2]1[cH:3][c:4](-[c:8]2[cH:9][c:10]([S:18](=[O:19])(=[O:20])[NH:21][C:23]([CH3:22])=[O:25])[cH:11][c:12]([CH:16]=[O:17])[c:13]2[O:14][CH3:15])[cH:5][cH:6][cH:7]1.